This data is from the Open Reaction Database (ORD), a public repository of structured organic reaction records. The task is: describe an organic reaction: reactants, conditions, products, and yield Procedure details: In a mixture of water:ethanol:toluene (1:1:10, v/v, 18.0 ml) were dissolved 4-[(2-ethoxy)ethoxy]-3-fluorophenyl borate (355 mg) and 7-bromo-1-formyl-N-(4-[[N-methyl-N-(tetrahydro-2H-pyran-4-yl)amino]methyl]phenyl]-2,3-dihydro-1H-1-benzazepine-4-carboxamide (517 mg). To the solution was added potassium carbonate (344 mg), and the mixture was stirred under argon atmosphere at room temperature for 30 minutes. To the mixture was added tetrakistriphenylphosphinepalladium (48 mg), and the mixture was ... The reactants are B(OC1=CC(=C(C=C1)OCCOCC)F)([O-])[O-] (4-[(2-ethoxy)ethoxy]-3-fluorophenyl borate), BrC=1C=CC2=C(C=C(CCN2C=O)C(=O)NC2=CC=C(C=C2)CN(C2CCOCC2)C)C1 (7-bromo-1-formyl-N-(4-[[N-methyl-N-(tetrahydro-2H-pyran-4-yl)amino]methyl]phenyl]-2,3-dihydro-1H-1-benzazepine-4-carboxamide), C([O-])([O-])=O.[K+].[K+] (potassium carbonate). Reagents/catalysts: C=1C=CC(=CC1)[P](C=2C=CC=CC2)(C=3C=CC=CC3)[Pd]([P](C=4C=CC=CC4)(C=5C=CC=CC5)C=6C=CC=CC6)([P](C=7C=CC=CC7)(C=8C=CC=CC8)C=9C=CC=CC9)[P](C=1C=CC=CC1)(C=1C=CC=CC1)C=1C=CC=CC1 (tetrakistriphenylphosphinepalladium). The yield is 76.3%. The solvent is O.C(C)O.C1(=CC=CC=C1)C (water ethanol toluene), C(C)(=O)OCC (ethyl acetate). Yields the product CCOCCOC1=C(C=C(C=C1)C=1C=CC2=C(C=C(CCN2C=O)C(=O)NC2=CC=C(C=C2)CN(C2CCOCC2)C)C1)F (7-[4-(2-ethoxy)ethoxy-3-fluorophenyl]-1-formyl-N-[4-[[N-methyl-N-(tetrahydro-2H-pyran-4-yl)amino]methyl]phenyl]-2,3-dihydro-1H-1-benzazepine-4-carboxamide). As a reaction SMILES: B([O-])([O-])O[C:3]1[CH:8]=[CH:7][C:6]([O:9][CH2:10][CH2:11][O:12][CH2:13][CH3:14])=[C:5]([F:15])[CH:4]=1.Br[C:19]1[CH:20]=[CH:21][C:22]2[N:28]([CH:29]=[O:30])[CH2:27][CH2:26][C:25]([C:31]([NH:33][C:34]3[CH:39]=[CH:38][C:37]([CH2:40][N:41]([CH3:48])[CH:42]4[CH2:47][CH2:46][O:45][CH2:44][CH2:43]4)=[CH:36][CH:35]=3)=[O:32])=[CH:24][C:23]=2[CH:49]=1.C(=O)([O-])[O-].[K+].[K+]>O.C(O)C.C1(C)C=CC=CC=1.C(OCC)(=O)C.C1C=CC([P]([Pd]([P](C2C=CC=CC=2)(C2C=CC=CC=2)C2C=CC=CC=2)([P](C2C=CC=CC=2)(C2C=CC=CC=2)C2C=CC=CC=2)[P](C2C=CC=CC=2)(C2C=CC=CC=2)C2C=CC=CC=2)(C2C=CC=CC=2)C2C=CC=CC=2)=CC=1>[CH3:14][CH2:13][O:12][CH2:11][CH2:10][O:9][C:6]1[CH:7]=[CH:8][C:3]([C:19]2[CH:20]=[CH:21][C:22]3[N:28]([CH:29]=[O:30])[CH2:27][CH2:26][C:25]([C:31]([NH:33][C:34]4[CH:35]=[CH:36][C:37]([CH2:40][N:41]([CH3:48])[CH:42]5[CH2:47][CH2:46][O:45][CH2:44][CH2:43]5)=[CH:38][CH:39]=4)=[O:32])=[CH:24][C:23]=3[CH:49]=2)=[CH:4][C:5]=1[F:15] |f:2.3.4,5.6.7,^1:76,78,97,116|. Conditions: time 30 minute. The reactants are COC1=CC=C(C=C1)C1OCC(CO1)(COC(C(F)(F)F)(C(F)(F)F)C(F)(F)F)COC(C(F)(F)F)(C(F)(F)F)C(F)(F)F (2-(4-Methoxy-Phenyl)-5,5-Bis-(2,2,2-Trifluoro-1,1-Bis-Trifluoromethyl-Ethoxymethyl)-[1,3]Dioxane), C1(=CC=CC=C1)OC (anisole), [Al](Cl)(Cl)Cl (aluminum chloride anhydrous). The solvent is ClCCl (dichloromethane). Reaction conditions: time 30 minute. The product is FC(C(OCC(CO)(CO)COC(C(F)(F)F)(C(F)(F)F)C(F)(F)F)(C(F)(F)F)C(F)(F)F)(F)F (2,2-Bis-(2,2,2-Trifluoro-1,1-Bis-Trifluoromethyl-Ethoxymethyl)-Propane-1,3-Diol). Isolated yield 99.8%. As a reaction SMILES: COC1C=CC(C2[O:14][CH2:13][C:12]([CH2:30][O:31][C:32]([C:41]([F:44])([F:43])[F:42])([C:37]([F:40])([F:39])[F:38])[C:33]([F:36])([F:35])[F:34])([CH2:15][O:16][C:17]([C:26]([F:29])([F:28])[F:27])([C:22]([F:25])([F:24])[F:23])[C:18]([F:21])([F:20])[F:19])[CH2:11][O:10]2)=CC=1.C1(OC)C=CC=CC=1.[Al](Cl)(Cl)Cl>ClCCl>[F:19][C:18]([F:20])([F:21])[C:17]([C:26]([F:27])([F:28])[F:29])([C:22]([F:23])([F:24])[F:25])[O:16][CH2:15][C:12]([CH2:30][O:31][C:32]([C:33]([F:35])([F:36])[F:34])([C:37]([F:38])([F:39])[F:40])[C:41]([F:44])([F:43])[F:42])([CH2:11][OH:10])[CH2:13][OH:14]. Reported procedure: To a stirred mixture of compound 8 (33.1 g, 48.0 mmol) and anisole (20.7 g, 192.0 mmol) in dichloromethane (200 mL) at 0° C. was slowly added powdered aluminum chloride anhydrous (19.5 g, 144.0 mmol). After the addition, the reaction mixture was allowed to warm to room temperature and stirred for additional 30 minutes. The reaction mixture was quenched by slowly addition of 1N HCl (100 mL) and the resulted mixture was extracted with ether (100 mL, 3 times). The combined organic layer was concent... Yields the product COCCOC(=O)N(CCN(C)C)C1=CC=C(C=O)C=C1 (4-[N-[(2-methoxyethoxy)carbonyl]-N-[2-(dimethylamino)ethyl]amino]benzaldehyde). Reaction conditions: temperature 50 celsius, time 2 day. Reported procedure: To a solution of 4-[[2-(dimethylamino)ethyl]amino]benzaldehyde (300 mg) in methylene chloride (4 mL) is added 2-methoxyethyl chloroformate (234 μL) and thereto is added dropwise pyridine (252 μL) under ice-cooling. The mixture is stirred at 50° C. for 2 days. The reaction mixture is diluted with chloroform (5 mL) and thereto is added a saturated sodium hydrogencarbonate solution (10 mL). After stirring, the organic layer is separated and concentrated. The residue is purified by column chromatogr... Solvent: C(Cl)Cl (methylene chloride), C(Cl)(Cl)Cl (chloroform). The yield is 63.0%. The reactants are CN(CCNC1=CC=C(C=O)C=C1)C (4-[[2-(dimethylamino)ethyl]amino]benzaldehyde), ClC(=O)OCCOC (2-methoxyethyl chloroformate), C(O)([O-])=O.[Na+] (sodium hydrogencarbonate), N1=CC=CC=C1 (pyridine). RXN SMILES: [CH3:1][N:2]([CH3:14])[CH2:3][CH2:4][NH:5][C:6]1[CH:13]=[CH:12][C:9]([CH:10]=[O:11])=[CH:8][CH:7]=1.Cl[C:16]([O:18][CH2:19][CH2:20][O:21][CH3:22])=[O:17].N1C=CC=CC=1.C(=O)([O-])O.[Na+]>C(Cl)Cl.C(Cl)(Cl)Cl>[CH3:22][O:21][CH2:20][CH2:19][O:18][C:16]([N:5]([C:6]1[CH:13]=[CH:12][C:9]([CH:10]=[O:11])=[CH:8][CH:7]=1)[CH2:4][CH2:3][N:2]([CH3:14])[CH3:1])=[O:17] |f:3.4|. Reactants: Brc1cccnc1, CC(C)(C)[O-], Cc1ccccc1, CC(C)(C)OC(=O)N1CCC2CNC2C1, [Na+], O=C(C=Cc1ccccc1)C=Cc1ccccc1, O=C(C=Cc1ccccc1)C=Cc1ccccc1, O=C(C=Cc1ccccc1)C=Cc1ccccc1, [Pd], [Pd], c1ccc(P(c2ccccc2)c2ccc3ccccc3c2-c2c(P(c3ccccc3)c3ccccc3)ccc3ccccc23)cc1. Product: CC(C)(C)OC(=O)N1CCC2CN(c3cccnc3)C2C1. As a reaction SMILES: [Br:16][c:17]1[cH:18][n:19][cH:20][cH:21][cH:22]1.[CH3:69][C:70]([CH3:71])([O-:72])[CH3:73].[CH3:75][c:76]1[cH:77][cH:78][cH:79][cH:80][cH:81]1.[CH:1]12[CH2:2][N:3]([C:9](=[O:10])[O:11][C:12]([CH3:13])([CH3:14])[CH3:15])[CH2:4][CH2:5][CH:6]1[CH2:7][NH:8]2.[Na+:74].[O:102]=[C:103]([CH:104]=[CH:105][c:106]1[cH:107][cH:108][cH:109][cH:110][cH:111]1)[CH:112]=[CH:113][c:114]1[cH:115][cH:116][cH:117][cH:118][cH:119]1.[O:120]=[C:121]([CH:122]=[CH:123][c:124]1[cH:125][cH:126][cH:127][cH:128][cH:129]1)[CH:130]=[CH:131][c:132]1[cH:133][cH:134][cH:135][cH:136][cH:137]1.[O:84]=[C:85]([CH:86]=[CH:87][c:88]1[cH:89][cH:90][cH:91][cH:92][cH:93]1)[CH:94]=[CH:95][c:96]1[cH:97][cH:98][cH:99][cH:100][cH:101]1.[Pd:82].[Pd:83].[cH:23]1[cH:24][cH:25][c:26]([P:27]([c:28]2[cH:29][cH:30][c:31]3[c:32]([cH:33][cH:34][cH:35][cH:36]3)[c:37]2-[c:38]2[c:39]3[c:40]([cH:41][cH:42][cH:43][cH:44]3)[cH:45][cH:46][c:47]2[P:48]([c:49]2[cH:50][cH:51][cH:52][cH:53][cH:54]2)[c:55]2[cH:56][cH:57][cH:58][cH:59][cH:60]2)[c:61]2[cH:62][cH:63][cH:64][cH:65][cH:66]2)[cH:67][cH:68]1>>[CH:1]12[CH2:2][N:3]([C:9](=[O:10])[O:11][C:12]([CH3:13])([CH3:14])[CH3:15])[CH2:4][CH2:5][CH:6]1[CH2:7][N:8]2[c:17]1[cH:18][n:19][cH:20][cH:21][cH:22]1. Reactants: ClC(Cl)Cl, O=C(OO)c1cccc(Cl)c1, [Na+], [Na+], [Na+], O=S(=O)([O-])[O-], [OH-], C1=Cc2cccc(-c3ccccc3)c2C1. Product: c1ccc(-c2cccc3c2CC2OC32)cc1. As a reaction SMILES: [CH:36]([Cl:37])([Cl:38])[Cl:39].[Cl:1][c:2]1[cH:3][cH:4][cH:5][c:6]([C:7]([O:8][OH:10])=[O:9])[cH:11]1.[Na+:28].[Na+:29].[Na+:30].[O-:31][S:32](=[O:33])(=[O:34])[O-:35].[OH-:27].[c:12]1(-[c:18]2[cH:19][cH:20][cH:21][c:22]3[c:26]2[CH2:25][CH:24]=[CH:23]3)[cH:13][cH:14][cH:15][cH:16][cH:17]1>>[O:9]1[CH:23]2[c:22]3[cH:21][cH:20][cH:19][c:18](-[c:12]4[cH:13][cH:14][cH:15][cH:16][cH:17]4)[c:26]3[CH2:25][CH:24]12. Reactants: N#CCCC1CN(Cc2ccccc2)CCO1, CCO, N, O. The product is NCCCC1CN(Cc2ccccc2)CCO1. RXN SMILES: [C:1](#[N:2])[CH2:3][CH2:4][CH:5]1[O:6][CH2:7][CH2:8][N:9]([CH2:11][c:12]2[cH:13][cH:14][cH:15][cH:16][cH:17]2)[CH2:10]1.[CH3:18][CH2:19][OH:20].[NH3:22].[OH2:21]>>[CH2:1]([NH2:2])[CH2:3][CH2:4][CH:5]1[O:6][CH2:7][CH2:8][N:9]([CH2:11][c:12]2[cH:13][cH:14][cH:15][cH:16][cH:17]2)[CH2:10]1. Starting materials: [Br-].NC=1N(C2=C([N+]1CCN1CCCCC1)C=CC=C2)CC(C2=CC=CS2)=O (2-Amino-1-(2-piperidinoethyl)-3-(2-thenoylmethyl)benzimidazolium bromide), O (water), CC(=O)OCC1=C2C=CC=CC2=C(C3=CC=CC=C31)COC(=O)C (acetic). Product: CC=1N=C2N(C3=C(N2C1C(C1=CC=CS1)=O)C=CC=C3)CCN3CCCCC3 (2-Methyl-9-(2-piperidinoehtyl)-3-(2-thenoyl)imidazo[1,2-a]benzimidazole). Reaction SMILES: [Br-].[NH2:2][C:3]1[N:4]([CH2:20][C:21](=[O:27])[C:22]2[S:26][CH:25]=[CH:24][CH:23]=2)[C:5]2[CH:19]=[CH:18][CH:17]=[CH:16][C:6]=2[N+:7]=1[CH2:8][CH2:9][N:10]1[CH2:15][CH2:14][CH2:13][CH2:12][CH2:11]1.O.[CH3:29][C:30](OCC1C2C(=CC=CC=2)C(COC(C)=O)=C2C=1C=CC=C2)=O>>[CH3:29][C:30]1[N:2]=[C:3]2[N:4]([C:20]=1[C:21](=[O:27])[C:22]1[S:26][CH:25]=[CH:24][CH:23]=1)[C:5]1[CH:19]=[CH:18][CH:17]=[CH:16][C:6]=1[N:7]2[CH2:8][CH2:9][N:10]1[CH2:15][CH2:14][CH2:13][CH2:12][CH2:11]1 |f:0.1|. Reported procedure: The bromide obtained in Step A is heated at reflux in 15 ml of acetic anhydide until completely dissolved. Cool and pour into 50 ml of cold water. Neutralise with a solution of sodium carbonate and extract twice with 10 ml of chloroform each time. Combine the organic phases, pass over a column of alumina and evaporate. Recrystallise the residue from ethyl acetate.